From a dataset of the Open Reaction Database (ORD), a public repository of structured organic reaction records. describe an organic reaction: reactants, conditions, products, and yield The reactants are CO, O=CO, CN(CC(=O)O)C(=O)NCCCl, O=N[O-], [NH2-], [Na+]. Product: CN(CC(=O)O)C(=O)N(CCCl)N=O, [NH2-]. RXN SMILES: [CH3:18][OH:19].[CH:20]([OH:21])=[O:22].[Cl:1][CH2:2][CH2:3][NH:4][C:5](=[O:6])[N:7]([CH3:8])[CH2:9][C:10](=[O:11])[OH:12].[N:14](=[O:15])[O-:16].[NH2-:13].[Na+:17]>>[Cl:1][CH2:2][CH2:3][N:4]([C:5](=[O:6])[N:7]([CH3:8])[CH2:9][C:10](=[O:11])[OH:12])[N:14]=[O:15].[NH2-:13].